Dataset: the Open Reaction Database (ORD), a public repository of structured organic reaction records. Task: describe an organic reaction: reactants, conditions, products, and yield Starting materials: [H][H].ClCl (hydrogen chlorine), C1(CCCCCCCCCCC1)O (cyclododecanol), S(=O)(=O)([O-])[O-].[Na+].[Na+] (sodium sulfate), C=O (paraformaldehyde), Cl (hydrogen chloride). Run in C=1(C(=CC=CC1)C)C (xylene). Run at temperature -20 celsius, time 1 hour. Product: ClCOC1CCCCCCCCCCC1 (chloromethoxy-cyclododecane). Reaction SMILES: [CH:1]1(O)[CH2:12][CH2:11][CH2:10][CH2:9][CH2:8][CH2:7][CH2:6][CH2:5][CH2:4][CH2:3][CH2:2]1.S([O-])([O-])(=O)=O.[Na+].[Na+].[CH2:21]=[O:22].[H][H].ClCl.[ClH:27]>C1(C)C(C)=CC=CC=1>[Cl:27][CH2:21][O:22][CH:1]1[CH2:12][CH2:11][CH2:10][CH2:9][CH2:8][CH2:7][CH2:6][CH2:5][CH2:4][CH2:3][CH2:2]1 |f:1.2.3,5.6|. Reported procedure: 368 gm of cyclododecanol (2.0 mols), 250 gm of anhydrous sodium sulfate and 66,0 gm of paraformaldehyde were dispersed in 600 ml of xylene and the mixture was cooled to a temperature of -20° C. While the mixture was stirred energetically, as strong a flow as possible of hydrogen chlorine was introduced, the speed at which it was introduced being controlled such that the reaction temperature did not exceed +5° C. After approximately one hour the speed of introduction was decreased and subsequent ... Reactants: Cl (hydrochloric acid), FC(C1=CC=C(OC2=CC=C(C=C2)O)C=C1)(F)F (4-(4-trifluoromethylphenoxy)phenol), BrC(CC(=O)O)C(C)Br (3,4-dibromopentanoic acid), C([O-])([O-])=O.[K+].[K+] (potassium carbonate). Reagents/catalysts: [Cl-].C(C)[N+](CC1=CC=CC=C1)(CC)CC (triethylbenzylammonium chloride). Run in O (water), C1(=CC=CC=C1)C (toluene). Yields the product FC(C1=CC=C(OC2=CC=C(OC(C=CC(=O)O)C)C=C2)C=C1)(F)F (4-[4-(4-trifluoromethylphenoxy)phenoxy]-2-pentenoic acid). Isolated yield 84.0%. Reaction SMILES: [F:1][C:2]([F:18])([F:17])[C:3]1[CH:16]=[CH:15][C:6]([O:7][C:8]2[CH:13]=[CH:12][C:11]([OH:14])=[CH:10][CH:9]=2)=[CH:5][CH:4]=1.Br[CH:20]([CH:25](Br)[CH3:26])[CH2:21][C:22]([OH:24])=[O:23].C(=O)([O-])[O-].[K+].[K+].Cl>[Cl-].C([N+](CC)(CC)CC1C=CC=CC=1)C.O.C1(C)C=CC=CC=1>[F:1][C:2]([F:17])([F:18])[C:3]1[CH:16]=[CH:15][C:6]([O:7][C:8]2[CH:9]=[CH:10][C:11]([O:14][CH:25]([CH3:26])[CH:20]=[CH:21][C:22]([OH:24])=[O:23])=[CH:12][CH:13]=2)=[CH:5][CH:4]=1 |f:2.3.4,6.7|. Procedure details: In a reactor, 15 g of toluene and 15 g of water was charged in a reactor and then, 12.7 g (0.05 mole) of 4-(4-trifluoromethylphenoxy)phenol, 14.3 g (0.055 mole) of 3,4-dibromopentanoic acid, 16.6 g (0.12 mole) of potassium carbonate and 0.23 g (0.001 mole) of triethylbenzylammonium chloride were added. They were refluxed for 6 hours to react them and then, conc. hydrochloric acid was added to the reaction mixture with stirring to be acidic and then, the water phase was separated and the organic ... Starting materials: C(C)(=O)NC=1SC(=C(N1)C)C1=CC=C(S1)S(=O)(=O)Cl (5-[2-(acetylamino)-4-methyl-1,3-thiazol-5-yl]thiophene-2-sulfonyl chloride), O1CCOC12CCNCC2 (1,4-Dioxa-8-azaspiro[4.5]decane), CCN(C(C)C)C(C)C (DIEA). The solvent is C(Cl)Cl (DCM). Conditions: time 1 hour. The product is O1CCOC12CCN(CC2)S(=O)(=O)C2=CC=C(S2)C2=C(N=C(S2)NC(C)=O)C (N-{5-[5-(1,4-dioxa-8-azaspiro[4,5]dec-8-ylsulfonyl)-2-thienyl]-4-methyl-1,3-thiazol-2-yl}acetamide). The yield is 37.0%. As a reaction SMILES: [C:1]([NH:4][C:5]1[S:6][C:7]([C:11]2[S:15][C:14]([S:16](Cl)(=[O:18])=[O:17])=[CH:13][CH:12]=2)=[C:8]([CH3:10])[N:9]=1)(=[O:3])[CH3:2].[O:20]1[C:24]2([CH2:29][CH2:28][NH:27][CH2:26][CH2:25]2)[O:23][CH2:22][CH2:21]1.CCN(C(C)C)C(C)C>C(Cl)Cl>[O:20]1[C:24]2([CH2:29][CH2:28][N:27]([S:16]([C:14]3[S:15][C:11]([C:7]4[S:6][C:5]([NH:4][C:1](=[O:3])[CH3:2])=[N:9][C:8]=4[CH3:10])=[CH:12][CH:13]=3)(=[O:18])=[O:17])[CH2:26][CH2:25]2)[O:23][CH2:22][CH2:21]1. Reported procedure: 5-[2-(acetylamino)-4-methyl-1,3-thiazol-5-yl]thiophene-2-sulfonyl chloride, prepared as in Step 1 of example 9 (200 mg; 0.59 mmol; 1 eq.), is dissolved in DCM (10 ml). 1,4-Dioxa-8-azaspiro[4.5]decane (170.0 mg; 1.19 mmol; 2 eq.) and DIEA (460.4 mg; 3.56 mmol; 6 eq.) are added. After one hour, the solvents are evaporated. The crude product is purified by preparative HPLC, affording Compound (18) as yellow solid (96 mg; 37%). 1H NMR (DMSO-d6) δ 1.66-1.78 (m, 4H), 2.15 (s, 3H), 2.45 (s, 3H), 3-3.15... Starting materials: C(C1=CC=CC=C1)OC(CNC(CC1=C(C(C2=CC=C(C=C12)F)=CC1=CC(=C(C(=C1)OC)OC)OC)C)=O)=O (Benzyl-N-[5-fluoro-2-methyl-1-(3,4,5-trimethoxy-benzylidene)-3-indenylacetyl]-glycinate), FC=1C=C2C(=C(C(C2=CC1)=CC1=CC(=C(C(=C1)OC)OC)OC)C)CC(=O)NCC(=O)O (N-[5-fluoro-2-methyl-1-(3,4,5-trimethoxybenzylidene)-3-indenylacetyl]-glycine). Run in C(C)O (ethanol), [OH-].[Na+] (sodium hydroxide), O (water). Conditions: time 18 hour. The product is FC=1C=C2C(=C(C(C2=CC1)=CC1=CC(=C(C(=C1)OC)OC)OC)C)CC(=O)O (5-fluoro-2-methyl-1-(3,4,5-trimethoxybenzylidene)-3-indenylacetic acid). As a reaction SMILES: [F:1][C:2]1[CH:3]=[C:4]2[C:8](=[CH:9][CH:10]=1)[C:7](=[CH:11][C:12]1[CH:17]=[C:16]([O:18][CH3:19])[C:15]([O:20][CH3:21])=[C:14]([O:22][CH3:23])[CH:13]=1)[C:6]([CH3:24])=[C:5]2[CH2:25][C:26](NCC(O)=O)=[O:27].C([O:40]C(=O)CNC(=O)CC1C2C(=CC=C(F)C=2)C(=CC2C=C(OC)C(OC)=C(OC)C=2)C=1C)C1C=CC=CC=1>C(O)C.[OH-].[Na+].O>[F:1][C:2]1[CH:3]=[C:4]2[C:8](=[CH:9][CH:10]=1)[C:7](=[CH:11][C:12]1[CH:13]=[C:14]([O:22][CH3:23])[C:15]([O:20][CH3:21])=[C:16]([O:18][CH3:19])[CH:17]=1)[C:6]([CH3:24])=[C:5]2[CH2:25][C:26]([OH:40])=[O:27] |f:3.4|. Procedure: N-[5-fluoro-2-methyl-1-(3,4,5-trimethoxybenzylidene)-3-indenylacetyl]-glycine. Benzyl-N-[5-fluoro-2-methyl-1-(3,4,5-trimethoxy-benzylidene)-3-indenylacetyl]-glycinate (0.03 mol) in a mixture of 25 ml of anhydrous ethanol and 2.5 ml of 1 N sodium hydroxide is allowed to stand at room temperature for 18 h. The solution is diluted with water and extracted with ether. The aqueous layer is acidified with dilute hydrochloric acid and the organic product is extracted with ethyl acetate, washed with wat... Starting materials: C(C)(=O)C1=CC=CC=C1 (acetophenone), aldehyde, O (Water), [OH-].[K+] (KOH). Solvent: CO (methanol). Reaction conditions: temperature 70 celsius. Yields the product C1(=CC=CC=C1)C=CC(=O)C1=CC=CC=C1 (chalcone). RXN SMILES: [C:1]([C:4]1[CH:9]=[CH:8][CH:7]=[CH:6][CH:5]=1)(=[O:3])[CH3:2].[OH-].[K+].O>CO>[C:4]1([CH:1]=[CH:2][C:1]([C:4]2[CH:9]=[CH:8][CH:7]=[CH:6][CH:5]=2)=[O:3])[CH:9]=[CH:8][CH:7]=[CH:6][CH:5]=1 |f:1.2|. Procedure details: To a solution of an acetophenone in methanol (10 mL/mmol) was added an aldehyde (1.5 equiv) followed by an aqueous solution of KOH (50%, 1 mL/mmol of acetophenone). The mixture was heated at 70° C. for 4-6 hours and monitored by TLC. Water (20 mL) was then added, the methanol was evaporated, and the solution was extracted with CH2Cl2. The organic layer was dried and evaporated to dryness, then purified by recrystallization with methanol-water to afford the desired chalcone.